From a dataset of the Open Reaction Database (ORD), a public repository of structured organic reaction records. describe an organic reaction: reactants, conditions, products, and yield Starting materials: B, C1CCOC1, CSC, CO, COC(=O)c1cc2c(s1)c(C1CCCCC1)c1n2CC(=O)N(CCN(C)C)c2ccccc2-1, Cl. The product is COC(=O)c1cc2c(s1)c(C1CCCCC1)c1n2CCN(CCN(C)C)c2ccccc2-1. RXN SMILES: [BH3:37].[CH2:39]1[O:40][CH2:41][CH2:42][CH2:43]1.[CH3:34][S:35][CH3:36].[CH3:44][OH:45].[CH:1]1([c:7]2[c:8]3[c:9]([n:10]4[c:16]2-[c:15]2[c:14]([cH:20][cH:19][cH:18][cH:17]2)[N:13]([CH2:21][CH2:22][N:23]([CH3:24])[CH3:25])[C:12](=[O:26])[CH2:11]4)[cH:27][c:28]([C:30](=[O:31])[O:32][CH3:33])[s:29]3)[CH2:2][CH2:3][CH2:4][CH2:5][CH2:6]1.[ClH:38]>>[CH:1]1([c:7]2[c:8]3[c:9]([n:10]4[c:16]2-[c:15]2[c:14]([cH:20][cH:19][cH:18][cH:17]2)[N:13]([CH2:21][CH2:22][N:23]([CH3:24])[CH3:25])[CH2:12][CH2:11]4)[cH:27][c:28]([C:30](=[O:31])[O:32][CH3:33])[s:29]3)[CH2:2][CH2:3][CH2:4][CH2:5][CH2:6]1. The reactants are FC1=C(C(=CC=C1)F)N1C(C=CC2=C1N=C(N=C2C=2C=C(C(=O)NC=1SC=CN1)C=CC2C)NCC=2NC=CN2)=O (3-{8-(2,6-difluorophenyl)-2-[(1H-imidazol-2-ylmethyl)amino]-7-oxo-7,8-dihydropyrido[2,3-d]pyrimidin-4-yl}-4-methyl-N-1,3-thiazol-2-ylbenzamide), CS(=O)(=O)O (methanesulfonic acid). The solvent is C(C)#N (acetonitrile). Reaction conditions: temperature 50 celsius, time 8 hour. Product: CS(=O)(=O)O.FC1=C(C(=CC=C1)F)N1C(C=CC2=C1N=C(N=C2C=2C=C(C(=O)NC=1SC=CN1)C=CC2C)NCC=2NC=CN2)=O (3-{8-(2,6-difluorophenyl)-2-[(1H-imidazol-2-ylmethyl)amino]-7-oxo-7,8-dihydropyrido[2,3-d]pyrimidin-4-yl}-4-methyl-N-1,3-thiazol-2-ylbenzamide methanesulfonate salt). Yield: 70.8%. As a reaction SMILES: [F:1][C:2]1[CH:7]=[CH:6][CH:5]=[C:4]([F:8])[C:3]=1[N:9]1[C:14]2[N:15]=[C:16]([NH:34][CH2:35][C:36]3[NH:37][CH:38]=[CH:39][N:40]=3)[N:17]=[C:18]([C:19]3[CH:20]=[C:21]([CH:30]=[CH:31][C:32]=3[CH3:33])[C:22]([NH:24][C:25]3[S:26][CH:27]=[CH:28][N:29]=3)=[O:23])[C:13]=2[CH:12]=[CH:11][C:10]1=[O:41].[CH3:42][S:43]([OH:46])(=[O:45])=[O:44]>C(#N)C>[CH3:42][S:43]([OH:46])(=[O:45])=[O:44].[F:1][C:2]1[CH:7]=[CH:6][CH:5]=[C:4]([F:8])[C:3]=1[N:9]1[C:14]2[N:15]=[C:16]([NH:34][CH2:35][C:36]3[NH:40][CH:39]=[CH:38][N:37]=3)[N:17]=[C:18]([C:19]3[CH:20]=[C:21]([CH:30]=[CH:31][C:32]=3[CH3:33])[C:22]([NH:24][C:25]3[S:26][CH:27]=[CH:28][N:29]=3)=[O:23])[C:13]=2[CH:12]=[CH:11][C:10]1=[O:41] |f:3.4|. Procedure details: Using material as made above in Example 79c, a reaction vessel is charged with the amorphous free-base version of 3-{8-(2,6-difluorophenyl)-2-[(1H-imidazol-2-ylmethyl)amino]-7-oxo-7,8-dihydropyrido[2,3-d]pyrimidin-4-yl}-4-methyl-N-1,3-thiazol-2-ylbenzamide (11.0 mg) and acetonitrile (250 μL) at room temperature (RT). The mixture is warmed to about 50° C. To the warmed mixture is added 1 eq of methanesulfonic acid solution (1N in water). The temperature is maintained for a few minutes until the s...